From a dataset of the Open Reaction Database (ORD), a public repository of structured organic reaction records. describe an organic reaction: reactants, conditions, products, and yield The reactants are BrC=1C=C(C=CC1)NC1=C(C=NC2=CN=C(C=C12)F)C#N (4-(3-bromo-phenylamino)-6-fluoro-[1.7]naphthyridine-3-carbonitrile), COC1=CC=C(CN)C=C1 (4-methoxy-benzylamine), CO.C(Cl)(Cl)Cl (methanol chloroform). Run in C(C)O (ethanol). Yields the product BrC=1C=C(C=CC1)NC1=C(C=NC2=CN=C(C=C12)NCC1=CC=C(C=C1)OC)C#N (4-(3-bromo-phenylamino)-6-(4-methoxy-benzylamino)-[1.7]naphthyridine-3-carbonitrile). Isolated yield 45.0%. RXN SMILES: [Br:1][C:2]1[CH:3]=[C:4]([NH:8][C:9]2[C:18]3[C:13](=[CH:14][N:15]=[C:16](F)[CH:17]=3)[N:12]=[CH:11][C:10]=2[C:20]#[N:21])[CH:5]=[CH:6][CH:7]=1.[CH3:22][O:23][C:24]1[CH:31]=[CH:30][C:27]([CH2:28][NH2:29])=[CH:26][CH:25]=1.CO.C(Cl)(Cl)Cl>C(O)C>[Br:1][C:2]1[CH:3]=[C:4]([NH:8][C:9]2[C:18]3[C:13](=[CH:14][N:15]=[C:16]([NH:29][CH2:28][C:27]4[CH:30]=[CH:31][C:24]([O:23][CH3:22])=[CH:25][CH:26]=4)[CH:17]=3)[N:12]=[CH:11][C:10]=2[C:20]#[N:21])[CH:5]=[CH:6][CH:7]=1 |f:2.3|. Procedure details: To 1 g of 4-(3-bromo-phenylamino)-6-fluoro-[1.7]naphthyridine-3-carbonitrile in 25 mL of absolute ethanol was added 2 ml of 4-methoxy-benzylamine. The reaction was refluxed for eight days, stripped of solvents, and passed through a plug of silica gel with 5% methanol/chloroform. Fractions containing product were pooled and further purified by flash chromatography on silica gel with a gradient of 1-2% methanol/chloroform to give 595 mg (45%) of 4-(3-bromo-phenylamino)-6-(4-methoxy-benzylamino)-[1... Starting materials: CCOC(=O)C(C)O, CCCCCCCCC=CCCCCCCCCCCCCN. The product is CCCCCCCCC=CCCCCCCCCCCCCNC(=O)C(C)O. Reaction SMILES: [C:24]([CH:25]([OH:26])[CH3:27])(=[O:28])[O:29][CH2:30][CH3:31].[CH2:1]([CH2:2][CH2:3][CH2:4][CH2:5][CH2:6][CH2:7][CH2:8][CH2:9][CH2:10][CH2:11][CH2:12][CH:13]=[CH:14][CH2:15][CH2:16][CH2:17][CH2:18][CH2:19][CH2:20][CH2:21][CH3:22])[NH2:23]>>[CH2:1]([CH2:2][CH2:3][CH2:4][CH2:5][CH2:6][CH2:7][CH2:8][CH2:9][CH2:10][CH2:11][CH2:12][CH:13]=[CH:14][CH2:15][CH2:16][CH2:17][CH2:18][CH2:19][CH2:20][CH2:21][CH3:22])[NH:23][C:24]([CH:25]([OH:26])[CH3:27])=[O:28].